From a dataset of the Open Reaction Database (ORD), a public repository of structured organic reaction records. describe an organic reaction: reactants, conditions, products, and yield Isolated yield 70.1%. Reported procedure: To a solution of 1-chloro-7-fluoroisoquinolin-4-ol (0.5 g, 2.53 mmol) in acetonitrile (10 ml) was added K2CO3 (700 mg, 5.06 mmol) followed by ethyl iodide (475 mg, 3.04 mmol) at room temperature. The reaction mixture was stirred at room temperature for overnight. The solvent was evaporated under reduced pressure and the residue was diluted with water and extracted with ethyl acetate. The combined organic layer was dried over anhydrous Na2SO4 and evaporated under reduced pressure to get crude com... Reaction conditions: time 8 hour. The product is ClC1=NC=C(C2=CC=C(C=C12)F)OCC (1-chloro-7-fluoro-4-ethoxyisoquinoline). Run in C(C)#N (acetonitrile). RXN SMILES: [Cl:1][C:2]1[C:11]2[C:6](=[CH:7][CH:8]=[C:9]([F:12])[CH:10]=2)[C:5]([OH:13])=[CH:4][N:3]=1.C([O-])([O-])=O.[K+].[K+].[CH2:20](I)[CH3:21]>C(#N)C>[Cl:1][C:2]1[C:11]2[C:6](=[CH:7][CH:8]=[C:9]([F:12])[CH:10]=2)[C:5]([O:13][CH2:20][CH3:21])=[CH:4][N:3]=1 |f:1.2.3|. The reactants are ClC1=NC=C(C2=CC=C(C=C12)F)O (1-chloro-7-fluoroisoquinolin-4-ol), C(=O)([O-])[O-].[K+].[K+] (K2CO3), C(C)I (ethyl iodide). Reactants: [NH4+].[Cl-] (NH4Cl), FC(S(=O)(=O)OC1=C(CN(CC1)C(=O)OC(C)(C)C)C(=O)OC)(F)F (1-(1,1-dimethylethyl) 3-methyl 4-{[(trifluoromethyl)sulfonyl]oxy}-5,6-dihydro-1,3(2H)-pyridinedicarboxylate), ClC=1C=C(C=CC1Cl)B(O)O (3,4-dichlorophenylboronic acid), C(=O)([O-])[O-].[Na+].[Na+] (Na2CO3). The reagents and catalysts are C=1C=CC(=CC1)[P](C=2C=CC=CC2)(C=3C=CC=CC3)[Pd]([P](C=4C=CC=CC4)(C=5C=CC=CC5)C=6C=CC=CC6)([P](C=7C=CC=CC7)(C=8C=CC=CC8)C=9C=CC=CC9)[P](C=1C=CC=CC1)(C=1C=CC=CC1)C=1C=CC=CC1 (Pd(PPh3)4). The solvent is C(C)O (ethanol), C1(=CC=CC=C1)C (toluene). Reaction conditions: temperature 80 celsius, time 1 hour. The product is ClC=1C=C(C=CC1Cl)C1=C(CN(CC1)C(=O)OC(C)(C)C)C(=O)OC (1-(1,1-dimethylethyl) 3-methyl 4-(3,4-dichlorophenyl)-5,6-dihydro-1,3(2H)-pyridinedicarboxylate). Isolated yield 99.8%. Reaction SMILES: FC(F)(F)S(O[C:7]1[CH2:12][CH2:11][N:10]([C:13]([O:15][C:16]([CH3:19])([CH3:18])[CH3:17])=[O:14])[CH2:9][C:8]=1[C:20]([O:22][CH3:23])=[O:21])(=O)=O.[Cl:26][C:27]1[CH:28]=[C:29](B(O)O)[CH:30]=[CH:31][C:32]=1[Cl:33].C([O-])([O-])=O.[Na+].[Na+].[NH4+].[Cl-]>C1C=CC([P]([Pd]([P](C2C=CC=CC=2)(C2C=CC=CC=2)C2C=CC=CC=2)([P](C2C=CC=CC=2)(C2C=CC=CC=2)C2C=CC=CC=2)[P](C2C=CC=CC=2)(C2C=CC=CC=2)C2C=CC=CC=2)(C2C=CC=CC=2)C2C=CC=CC=2)=CC=1.C(O)C.C1(C)C=CC=CC=1>[Cl:26][C:27]1[CH:28]=[C:29]([C:7]2[CH2:12][CH2:11][N:10]([C:13]([O:15][C:16]([CH3:19])([CH3:18])[CH3:17])=[O:14])[CH2:9][C:8]=2[C:20]([O:22][CH3:23])=[O:21])[CH:30]=[CH:31][C:32]=1[Cl:33] |f:2.3.4,5.6,^1:48,50,69,88|. Procedure: To a mixture of 1-(1,1-dimethylethyl) 3-methyl 4-{[(trifluoromethyl)sulfonyl]oxy}-5,6-dihydro-1,3(2H)-pyridinedicarboxylate (200 mg, P2), 3,4-dichlorophenylboronic acid (108 mg) and Pd(PPh3)4 (21 mg) under nitrogen, toluene (2.5 mL), ethanol (2 mL) and Na2CO3 (aqueous 2M solution, 2 mL) were added in sequence. The mixture was stirred at 80° C. for 1 hour then the reaction mixture was allowed to reach room temperature. Saturated aqueous NH4Cl solution (15 mL) was poured into the solution and the ... Reactants: CC(C)(C)OC(=O)NC1=NC(CF)(c2cccc(Br)c2)COC1, CNC1CCCCC1NC, CCO, [Cu]I, [N-]=[N+]=[N-], [Na+], O. Yields the product CC(C)(C)OC(=O)NC1=NC(CF)(c2cccc(N=[N+]=[N-])c2)COC1. Reaction SMILES: [C:1]([CH3:2])([CH3:3])([CH3:4])[O:5][C:6]([NH:7][C:8]1=[N:13][C:12]([CH2:14][F:15])([c:16]2[cH:17][c:18]([Br:22])[cH:19][cH:20][cH:21]2)[CH2:11][O:10][CH2:9]1)=[O:23].[CH3:28][NH:29][CH:30]1[CH2:31][CH2:32][CH2:33][CH2:34][CH:35]1[NH:36][CH3:37].[CH3:38][CH2:39][OH:40].[Cu:41][I:42].[N-:24]=[N+:25]=[N-:26].[Na+:27].[OH2:43]>>[C:1]([CH3:2])([CH3:3])([CH3:4])[O:5][C:6]([NH:7][C:8]1=[N:13][C:12]([CH2:14][F:15])([c:16]2[cH:17][c:18]([N:24]=[N+:25]=[N-:26])[cH:19][cH:20][cH:21]2)[CH2:11][O:10][CH2:9]1)=[O:23]. Yields the product C(C(=C)C)(=O)OCCOCCOC(C1=CC(=C(C=C1)O)Cl)=O (3-chloro-4-hydroxybenzoic acid [2-(2-methacryloyloxyethoxy)ethyl]ester). RXN SMILES: C(#N)C.[OH:4][CH2:5][CH2:6][O:7][CH2:8][CH2:9][O:10][C:11](=[O:20])[C:12]1[CH:17]=[CH:16][C:15]([OH:18])=[C:14]([Cl:19])[CH:13]=1.[C:21](Cl)(=[O:25])[C:22]([CH3:24])=[CH2:23]>CN1CCCC1=O>[C:21]([O:4][CH2:5][CH2:6][O:7][CH2:8][CH2:9][O:10][C:11](=[O:20])[C:12]1[CH:17]=[CH:16][C:15]([OH:18])=[C:14]([Cl:19])[CH:13]=1)(=[O:25])[C:22]([CH3:24])=[CH2:23]. Solvent: CN1C(CCC1)=O (N-methylpyrrolidone). Procedure details: A 500-ml eggplant type flask was charged with 50 g of 3-chloro-4-hydroxybenzoic acid methyl ester, 285 g of diethyleneglycol and further with 2.5 g of PTS (p-toluenesulfonic acid monohydrate) as a catalyst to form a mixture. The mixture was heated with stirring on an oil bath, externally regulated at a temperature of 150° C., to react the mixture for 5 hours. Thereafter, excess diethylene glycol therein was removed by means of vacuum distillation. The residue therein was poured into ice water an... Reactants: C(C)#N (acetonitrile), OCCOCCOC(C1=CC(=C(C=C1)O)Cl)=O (3-chloro-4-hydroxybenzoic acid [2-(2-hydroxyethoxy)ethyl]ester), C(C(=C)C)(=O)Cl (methacrylic acid chloride). Starting materials: O=C(c1ncc[nH]1)c1ncc[nH]1, CN(C)CCCN, Cc1c(I)cc(C(=O)O)c(=O)n1-c1cccc(C(F)(F)F)c1, CN(C)C=O, O. Product: Cc1c(I)cc(C(=O)NCCCN(C)C)c(=O)n1-c1cccc(C(F)(F)F)c1. Reaction SMILES: [C:23]([c:24]1[nH:25][cH:26][cH:27][n:28]1)([c:29]1[nH:30][cH:31][cH:32][n:33]1)=[O:34].[CH3:35][N:36]([CH2:37][CH2:38][CH2:39][NH2:40])[CH3:41].[I:1][c:2]1[cH:3][c:4]([C:20](=[O:21])[OH:22])[c:5](=[O:19])[n:6](-[c:9]2[cH:10][c:11]([C:15]([F:16])([F:17])[F:18])[cH:12][cH:13][cH:14]2)[c:7]1[CH3:8].[O:43]=[CH:44][N:45]([CH3:46])[CH3:47].[OH2:42]>>[I:1][c:2]1[cH:3][c:4]([C:20](=[O:21])[NH:40][CH2:39][CH2:38][CH2:37][N:36]([CH3:35])[CH3:41])[c:5](=[O:19])[n:6](-[c:9]2[cH:10][c:11]([C:15]([F:16])([F:17])[F:18])[cH:12][cH:13][cH:14]2)[c:7]1[CH3:8]. Starting materials: O=C(O)c1cccnc1, CO, [Cl-], ClCCl, Cl, COC(=O)CCN(C(=O)c1ccc2c(c1)nc(CNc1ccc(C(=N)N)cc1)n2C)c1ccccn1. Yields the product COC(=O)CCN(C(=O)c1ccc2c(c1)nc(CNc1ccc(C(=N)NC(=O)c3cccnc3)cc1)n2C)c1ccccn1. Reaction SMILES: [C:39]([c:40]1[cH:41][n:42][cH:43][cH:44][cH:45]1)(=[O:46])[OH:47].[CH3:48][OH:49].[Cl-:38].[Cl:50][CH2:51][Cl:52].[ClH:1].[n:2]1[c:3]([N:8]([C:9](=[O:10])[c:11]2[cH:12][c:13]3[c:14]([n:15]([CH3:29])[c:16]([CH2:18][NH:19][c:20]4[cH:21][cH:22][c:23]([C:26]([NH2:27])=[NH:28])[cH:24][cH:25]4)[n:17]3)[cH:30][cH:31]2)[CH2:32][CH2:33][C:34](=[O:35])[O:36][CH3:37])[cH:4][cH:5][cH:6][cH:7]1>>[n:2]1[c:3]([N:8]([C:9](=[O:10])[c:11]2[cH:12][c:13]3[c:14]([n:15]([CH3:29])[c:16]([CH2:18][NH:19][c:20]4[cH:21][cH:22][c:23]([C:26](=[NH:27])[NH:28][C:39]([c:40]5[cH:41][n:42][cH:43][cH:44][cH:45]5)=[O:46])[cH:24][cH:25]4)[n:17]3)[cH:30][cH:31]2)[CH2:32][CH2:33][C:34](=[O:35])[O:36][CH3:37])[cH:4][cH:5][cH:6][cH:7]1. Reactants: CO, O=Cc1ccccc1, NCCc1ccc(Nc2ccc(C(N)=O)cn2)cc1. Yields the product NC(=O)c1ccc(Nc2ccc(CCNCc3ccccc3)cc2)nc1. RXN SMILES: [CH3:28][OH:29].[CH:20](=[O:21])[c:22]1[cH:23][cH:24][cH:25][cH:26][cH:27]1.[NH2:1][CH2:2][CH2:3][c:4]1[cH:5][cH:6][c:7]([NH:10][c:11]2[n:12][cH:13][c:14]([C:15](=[O:16])[NH2:17])[cH:18][cH:19]2)[cH:8][cH:9]1>>[NH:1]([CH2:2][CH2:3][c:4]1[cH:5][cH:6][c:7]([NH:10][c:11]2[n:12][cH:13][c:14]([C:15](=[O:16])[NH2:17])[cH:18][cH:19]2)[cH:8][cH:9]1)[CH2:20][c:22]1[cH:23][cH:24][cH:25][cH:26][cH:27]1. Reactants: ClC1=C(C(=C(C=C1)B1OC(C(O1)(C)C)(C)C)F)OC (2-(4-chloro-2-fluro-3-methoxylphenyl)-4,4,5,5-tetramethyl-1,3,2-dioxaborolane), ClC1=C(C(=CC=C1)F)OC (2-chloro-6-fluoroanisole), C(CCC)[Li] (n-butyl lithium). The product is ClC1=CC=C(C(=C1OC)F)[Li] (6-chloro-2-fluoro-3-lithioanisole). Reaction SMILES: [Cl:1][C:2]1[CH:7]=[CH:6][C:5](B2OC(C)(C)C(C)(C)O2)=[C:4]([F:17])[C:3]=1[O:18][CH3:19].ClC1C=CC=C(F)C=1OC.C([Li:34])CCC>>[Cl:1][C:2]1[C:3]([O:18][CH3:19])=[C:4]([F:17])[C:5]([Li:34])=[CH:6][CH:7]=1. Procedure: Another embodiment of the present disclosure includes a method of forming 2-(4-chloro-2-fluro-3-methoxylphenyl)-4,4,5,5-tetramethyl-1,3,2-dioxaborolane that comprises contacting 2-chloro-6-fluoroanisole with n-butyl lithium to form 6-chloro-2-fluoro-3-lithioanisole. The 6-chloro-2-fluoro-3-lithioanisole may be contacted with trimethyl borate to form dimethyl 4-chloro-2-fluoro-3-methoxyphenylboronate. The dimethyl 4-chloro-2-fluoro-3-methoxyphenylboronate may be reacted with aqueous potassium hyd... Reactants: Compound II, ClC1=CC=C(CNC(=O)NN(C)CC(=O)O)C=C1 (2-(2-(4-chlorobenzylcarbamoyl)-1-methylhydrazinyl)acetic acid), N[C@@H](CCCCNC(OC(C)(C)C)=O)C(=O)N(CC1=CC=CC2=CC=CC=C12)[C@H](C(OCC)OCC)C (tert-butyl (S)-5-amino-6-(((S)-1,1-diethoxypropan-2-yl)-(naphthalen-1-ylmethyl)amino)-6-oxohexylcarbamate). Product: ClC1=CC=C(CNC(=O)NN(C)CC(=O)N[C@@H](CCCCNC(OC(C)(C)C)=O)C(=O)N(CC2=CC=CC3=CC=CC=C23)[C@H](C(OCC)OCC)C)C=C1 (tert-butyl (S)-5-(2-(2-(4-chlorobenzylcarbamoyl)-1-methylhydrazinyl)acetamido)-6-(((S)-1,1-diethoxypropan-2-yl)(naphthalen-1-ylmethyl)amino)-6-oxohexylcarbamate). RXN SMILES: [Cl:1][C:2]1[CH:18]=[CH:17][C:5]([CH2:6][NH:7][C:8]([NH:10][N:11]([CH2:13][C:14]([OH:16])=O)[CH3:12])=[O:9])=[CH:4][CH:3]=1.[NH2:19][C@H:20]([C:33]([N:35]([C@@H:47]([CH3:55])[CH:48]([O:52][CH2:53][CH3:54])[O:49][CH2:50][CH3:51])[CH2:36][C:37]1[C:46]2[C:41](=[CH:42][CH:43]=[CH:44][CH:45]=2)[CH:40]=[CH:39][CH:38]=1)=[O:34])[CH2:21][CH2:22][CH2:23][CH2:24][NH:25][C:26](=[O:32])[O:27][C:28]([CH3:31])([CH3:30])[CH3:29]>>[Cl:1][C:2]1[CH:3]=[CH:4][C:5]([CH2:6][NH:7][C:8]([NH:10][N:11]([CH2:13][C:14]([NH:19][C@H:20]([C:33]([N:35]([C@@H:47]([CH3:55])[CH:48]([O:49][CH2:50][CH3:51])[O:52][CH2:53][CH3:54])[CH2:36][C:37]2[C:46]3[C:41](=[CH:42][CH:43]=[CH:44][CH:45]=3)[CH:40]=[CH:39][CH:38]=2)=[O:34])[CH2:21][CH2:22][CH2:23][CH2:24][NH:25][C:26](=[O:32])[O:27][C:28]([CH3:29])([CH3:31])[CH3:30])=[O:16])[CH3:12])=[O:9])=[CH:17][CH:18]=1. Procedure: According to the procedure described in the synthesis method of Compound II-15, 2-(2-(4-chlorobenzylcarbamoyl)-1-methylhydrazinyl)acetic acid (Compound VI-7) 79 mg (0.29 mmol) was coupled with tert-butyl (S)-5-amino-6-(((S)-1,1-diethoxypropan-2-yl)-(naphthalen-1-ylmethyl)amino)-6-oxohexylcarbamate (Compound IV-13) 100 mg (0.19 mmol) to obtain the title compound. Procedure details: The compounds of formula (I) may be prepared by condensing an acetophenone of general formula (II): ##STR3## (in which R1 and R2 are as defined above) in a Mannich reaction with formaldehyde and a primary or secondary amine, reducing the amino-ketone thus formed to a 3-amino-1-phenyl-propan-1-ol, and subsequently dehydrating this 3-amino-1-phenyl-propan-1-ol. The compound so produced is of general formula (I) in which A is CH=CH; subsequently, if desired, this compound may be hydrogenated to pro... Starting materials: ( I ), C(C)(=O)C1=CC=CC=C1 (acetophenone), ( II ), C=O (formaldehyde), secondary amine, NC(=O)N (amino-ketone). Yields the product NCCC(O)C1=CC=CC=C1 (3-amino-1-phenyl-propan-1-ol). As a reaction SMILES: [C:1]([C:4]1[CH:9]=[CH:8][CH:7]=[CH:6][CH:5]=1)(=[O:3])[CH3:2].C=O.[NH2:12][C:13](N)=O>>[NH2:12][CH2:13][CH2:2][CH:1]([C:4]1[CH:9]=[CH:8][CH:7]=[CH:6][CH:5]=1)[OH:3].